Dataset: the Open Reaction Database (ORD), a public repository of structured organic reaction records. Task: describe an organic reaction: reactants, conditions, products, and yield Reactants: C1CCOC1, COc1cc(N2CCN3CCOCC3C2)ccc1[N+](=O)[O-], Cl, C1COCCO1, Cl[Sn]Cl. Yields the product COc1cc(N2CCN3CCOCC3C2)ccc1N. Reaction SMILES: [CH2:32]1[O:33][CH2:34][CH2:35][CH2:36]1.[CH3:1][O:2][c:3]1[cH:4][c:5]([N:12]2[CH2:13][CH:14]3[CH2:15][O:16][CH2:17][CH2:18][N:19]3[CH2:20][CH2:21]2)[cH:6][cH:7][c:8]1[N+:9]([O-:10])=[O:11].[ClH:25].[O:26]1[CH2:27][CH2:28][O:29][CH2:30][CH2:31]1.[Sn:22]([Cl:23])[Cl:24]>>[CH3:1][O:2][c:3]1[cH:4][c:5]([N:12]2[CH2:13][CH:14]3[CH2:15][O:16][CH2:17][CH2:18][N:19]3[CH2:20][CH2:21]2)[cH:6][cH:7][c:8]1[NH2:9]. The reactants are CN(CCOC1=CC=C(C=C1)N)C (4-[2-(dimethylamino)-ethoxy]benzenamine), C(C=CC1=CC=CC=C1)(=O)Cl (cinnamoyl chloride). The product is Cl.CN(CCOC1=CC=C(C=C1)NC(C=CC1=CC=CC=C1)=O)C (N-[4-[2-(Dimethylamino)ethoxy]phenyl]-3-phenyl-2-propenamide, hydrochloride). The yield is 100.3%. As a reaction SMILES: [CH3:1][N:2]([CH3:13])[CH2:3][CH2:4][O:5][C:6]1[CH:11]=[CH:10][C:9]([NH2:12])=[CH:8][CH:7]=1.[C:14]([Cl:24])(=[O:23])[CH:15]=[CH:16][C:17]1[CH:22]=[CH:21][CH:20]=[CH:19][CH:18]=1>>[ClH:24].[CH3:1][N:2]([CH3:13])[CH2:3][CH2:4][O:5][C:6]1[CH:11]=[CH:10][C:9]([NH:12][C:14](=[O:23])[CH:15]=[CH:16][C:17]2[CH:22]=[CH:21][CH:20]=[CH:19][CH:18]=2)=[CH:8][CH:7]=1 |f:2.3|. Procedure: The reaction between 27.0g of 4-[2-(dimethylamino)-ethoxy]benzenamine and 24.9g of cinnamoyl chloride (using the procedure of Example 4, part b) gives 52.0g of crystals, melting point 257°-259° C, dec. Crystallization from a solution of 500 ml of methanol and 30 ml of water yields 43.1g of product, melting point 263°-265° C. RXN SMILES: [N:1]1([C:7]2[CH:12]=[CH:11][C:10]([NH:13][C:14]([C:16]3[CH:17]=[C:18]([CH:30]=[CH:31][CH:32]=3)[CH2:19][S:20][CH2:21][CH2:22][C:23]([O:25]C(C)(C)C)=[O:24])=[O:15])=[C:9]([C:33](=[O:51])[NH:34][C:35]3[CH:40]=[N:39][C:38]([C:41]4[CH:46]=[CH:45][CH:44]=[C:43]([C:47]([F:50])([F:49])[F:48])[CH:42]=4)=[CH:37][N:36]=3)[CH:8]=2)[CH2:6][CH2:5][CH2:4][CH2:3][CH2:2]1.FC(F)(F)C(O)=O>ClCCl>[N:1]1([C:7]2[CH:12]=[CH:11][C:10]([NH:13][C:14]([C:16]3[CH:17]=[C:18]([CH:30]=[CH:31][CH:32]=3)[CH2:19][S:20][CH2:21][CH2:22][C:23]([OH:25])=[O:24])=[O:15])=[C:9]([C:33](=[O:51])[NH:34][C:35]3[CH:40]=[N:39][C:38]([C:41]4[CH:46]=[CH:45][CH:44]=[C:43]([C:47]([F:50])([F:48])[F:49])[CH:42]=4)=[CH:37][N:36]=3)[CH:8]=2)[CH2:2][CH2:3][CH2:4][CH2:5][CH2:6]1. The product is N1(CCCCC1)C1=CC(=C(C=C1)NC(=O)C=1C=C(CSCCC(=O)O)C=CC1)C(NC1=NC=C(N=C1)C1=CC(=CC=C1)C(F)(F)F)=O (3-(3-((4-(piperidin-1-yl)-2-((5-(3-(trifluoromethyl)phenyl)pyrazin-2-yl)carbamoyl)phenyl)carbamoyl)benzylthio)propanoic acid). The reactants are N1(CCCCC1)C1=CC(=C(C=C1)NC(=O)C=1C=C(CSCCC(=O)OC(C)(C)C)C=CC1)C(NC1=NC=C(N=C1)C1=CC(=CC=C1)C(F)(F)F)=O (tert-butyl 3-(3-((4-(piperidin-1-yl)-2-((5-(3-(trifluoromethyl)phenyl)pyrazin-2-yl)carbamoyl)phenyl)carbamoyl)benzylthio)propanoate), FC(C(=O)O)(F)F (2,2,2-trifluoroacetic acid). Solvent: ClCCl (dichloromethane). Reported procedure: Into a 50-mL round bottom flask, was placed a solution of tert-butyl 3-(3-((4-(piperidin-1-yl)-2-((5-(3-(trifluoromethyl)phenyl)pyrazin-2-yl)carbamoyl)phenyl)carbamoyl)benzylthio)propanoate (140 mg, 0.19 mmol, 1.00 equiv) in dichloromethane (2 mL). This was followed by dropwise addition of 2,2,2-trifluoroacetic acid (1 mL) with stirring. The resulting solution was stirred for 2 h at 25° C. in an oil bath. The resulting mixture was concentrated under vacuum. The crude product was purified by reve... Yield: 8.7%. RXN SMILES: CN([CH2:4][CH2:5]N(C)C)C.C([Li])(CC)C.[F:14][S:15]([F:28])([F:27])([F:26])([F:25])[C:16]1[CH:24]=C[C:19]([C:20]([OH:22])=[O:21])=[CH:18][CH:17]=1.CI.Cl>C1COCC1.C1CCCCC1.O>[F:14][S:15]([F:25])([F:26])([F:27])([F:28])[C:16]1[CH:17]=[CH:18][C:19]([C:20]([OH:22])=[O:21])=[C:4]([CH3:5])[CH:24]=1. Reported procedure: 3.09 g of TMEDA were dissolved in 30 ml of THF (anhydrous) and added dropwise at −90° C. to 20.5 ml of a 1.3M solution of sec-butyllithium in cyclohexane. A solution of 3.0 g of 4-pentafluorosulfanylbenzoic acid in 20 ml of THF (anhydrous) was then added dropwise at −90° C. After stirring at −90° C. for one hour, a solution of 5.15 g of methyl iodide in 20 ml of THF (anhydrous) was added dropwise. The temperature was kept at −80° C. during this. After stirring at −78° C. for 20 minutes, 100 ml o... Run at temperature -90 celsius, time 1 hour. Yields the product FS(C1=CC(=C(C(=O)O)C=C1)C)(F)(F)(F)F (4-pentafluorosulfanyl-2-methylbenzoic acid). Starting materials: CI (methyl iodide), Cl (HCl), CN(C)CCN(C)C (TMEDA), solution, C(C)(CC)[Li] (sec-butyllithium), FS(C1=CC=C(C(=O)O)C=C1)(F)(F)(F)F (4-pentafluorosulfanylbenzoic acid). Run in C1CCOC1 (THF), O (water), C1CCOC1 (THF), C1CCCCC1 (cyclohexane), C1CCOC1 (THF). Starting materials: C(C1=CC=CC=C1)N1C(COCC(C1)COC1=CC(=C(C=C1)F)C)C (4-benzyl-6-[(4-fluoro-3-methylphenoxy)methyl]-3-methyl-1,4-oxazepane). The reagents and catalysts are [OH-].[OH-].[Pd+2] (Pearlman's catalyst). The solvent is CO (methanol). Run at temperature 23 celsius, time 2 hour. The product is FC1=C(C=C(OCC2CNC(COC2)C)C=C1)C (6-[(4-fluoro-3-methylphenoxy)methyl]-3-methyl-1,4-oxazepane). Reaction SMILES: C([N:8]1[CH2:14][CH:13]([CH2:15][O:16][C:17]2[CH:22]=[CH:21][C:20]([F:23])=[C:19]([CH3:24])[CH:18]=2)[CH2:12][O:11][CH2:10][CH:9]1[CH3:25])C1C=CC=CC=1>[OH-].[OH-].[Pd+2].CO>[F:23][C:20]1[CH:21]=[CH:22][C:17]([O:16][CH2:15][CH:13]2[CH2:12][O:11][CH2:10][CH:9]([CH3:25])[NH:8][CH2:14]2)=[CH:18][C:19]=1[CH3:24] |f:1.2.3|. Reported procedure: A suspension of 4-benzyl-6-[(4-fluoro-3-methylphenoxy)methyl]-3-methyl-1,4-oxazepane (4-6, 36 mg, 0.11 mmol) and Pearlman's catalyst (wet 20% Pd(OH)2/C, 100 mg) in methanol (20 mL) was stirred under a hydrogen balloon at 23° C. for 2 h. The mixture was filtered and the filtrate concentrated to give 6-[(4-fluoro-3-methylphenoxy)methyl]-3-methyl-1,4-oxazepane (4-7) as a ˜1:1 mixture of diastereomers (colorless oil). LRMS m/z (M+H) 254.3 found, 254.2 required.